Dataset: the Open Reaction Database (ORD), a public repository of structured organic reaction records. Task: describe an organic reaction: reactants, conditions, products, and yield The reactants are C(CCC)[Li] (n-Butyllithium), CCCCCC (hexane), FC1=CC(=CC=C1)F (1,3-difluorobenzene), BrC=1C=CC(=NC1)I (5-bromo-2-iodopyridine). The reagents and catalysts are C=1C=CC(=CC1)[P](C=2C=CC=CC2)(C=3C=CC=CC3)[Pd]([P](C=4C=CC=CC4)(C=5C=CC=CC5)C=6C=CC=CC6)([P](C=7C=CC=CC7)(C=8C=CC=CC8)C=9C=CC=CC9)[P](C=1C=CC=CC1)(C=1C=CC=CC1)C=1C=CC=CC1 (tetrakis(triphenylphosphine)palladium(0)), [Cl-].[Cl-].[Zn+2] (zinc dichloride). Solvent: O1CCCC1 (tetrahydrofuran), O1CCCC1 (tetrahydrofuran), O1CCCC1 (tetrahydrofuran). Run at temperature -50 celsius, time 30 minute. The product is BrC=1C=CC(=NC1)C1=C(C=CC=C1F)F (5-bromo-2-(2,6-difluorophenyl)pyridine). Yield: 251.6%. As a reaction SMILES: C([Li])CCC.CCCCCC.[F:12][C:13]1[CH:18]=[CH:17][CH:16]=[C:15]([F:19])[CH:14]=1.[Br:20][C:21]1[CH:22]=[CH:23][C:24](I)=[N:25][CH:26]=1>O1CCCC1.[Cl-].[Cl-].[Zn+2].C1C=CC([P]([Pd]([P](C2C=CC=CC=2)(C2C=CC=CC=2)C2C=CC=CC=2)([P](C2C=CC=CC=2)(C2C=CC=CC=2)C2C=CC=CC=2)[P](C2C=CC=CC=2)(C2C=CC=CC=2)C2C=CC=CC=2)(C2C=CC=CC=2)C2C=CC=CC=2)=CC=1>[Br:20][C:21]1[CH:22]=[CH:23][C:24]([C:14]2[C:13]([F:12])=[CH:18][CH:17]=[CH:16][C:15]=2[F:19])=[N:25][CH:26]=1 |f:5.6.7,^1:39,41,60,79|. Procedure details: n-Butyllithium in hexane(2.50 M, 9.02 mL, 22.5 mmol) was added dropwise to a solution of 1,3-difluorobenzene (2.03 mL, 20.6 mmol) in anhydrous tetrahydrofuran (30 mL) at −78° C. and the resulting solution was stirred at the same temperature for 30 min, then warmed to −50° C. and zinc dichloride in tetrahydrofuran 0.50 M, 45.1 mL, 22.5 mmol) was added slowly. After 20 min, 5-bromo-2-iodopyridine (7.0 g, 25 mmol) in tetrahydrofuran (20 mL) and tetrakis(triphenylphosphine)palladium(0) (1.19 g, 1.03...